This data is from the Open Reaction Database (ORD), a public repository of structured organic reaction records. The task is: describe an organic reaction: reactants, conditions, products, and yield The reactants are CS(=O)(=O)C1=C(C=CC=C1)CS(=O)(=O)N=C=O (2-(methylsulfonyl)phenylmethanesulfonyl isocyanate), COC1=NC(=NC(=C1)OC)N (4,6-dimethoxy-2-aminopyrimidine). Run in ClCCl (dichloromethane). Conditions: time 8 hour. Product: COC1=NC(=NC(=C1)OC)NC(=O)NS(=O)(=O)CC1=C(C=CC=C1)S(=O)(=O)C (N-[(4,6-Dimethoxypyrimidin-2-yl)aminocarbonyl]-2-(methylsulfonyl)phenylmethanesulfonamide). RXN SMILES: [CH3:1][S:2]([C:5]1[CH:10]=[CH:9][CH:8]=[CH:7][C:6]=1[CH2:11][S:12]([N:15]=[C:16]=[O:17])(=[O:14])=[O:13])(=[O:4])=[O:3].[CH3:18][O:19][C:20]1[CH:25]=[C:24]([O:26][CH3:27])[N:23]=[C:22]([NH2:28])[N:21]=1>ClCCl>[CH3:18][O:19][C:20]1[CH:25]=[C:24]([O:26][CH3:27])[N:23]=[C:22]([NH:28][C:16]([NH:15][S:12]([CH2:11][C:6]2[CH:7]=[CH:8][CH:9]=[CH:10][C:5]=2[S:2]([CH3:1])(=[O:3])=[O:4])(=[O:13])=[O:14])=[O:17])[N:21]=1. Procedure details: To a solution of 3.0 g of the product from Example 10 in 30 ml dry dichloromethane was added 1.2 g of 4,6-dimethoxy-2-aminopyrimidine and the yellow homogeneous solution was stirred at room temperature overnight. The desired product, which had precipitated, was collected by filtration, washed with 1-chlorobutane, and dried in vacuo. The yield of N-[(4,6-dimethoxypyrimidin-2-yl)aminocarbonyl]-2-(methylsulfonyl)phenylmethanesulfonamide, m.p. 180°-182° C., was 2.4 g of white solid. The reactants are O=C([O-])[O-], CCCOc1cccc(CN(CCc2cccc(Cl)c2)C(=O)OC(C)(C)C)c1, CS(=O)(=O)O, CC(=O)O, CO, ClCCl, [Na+], [Na+]. Yields the product CCCOc1cccc(CNCCc2cccc(Cl)c2)c1. RXN SMILES: [C:34](=[O:35])([O-:36])[O-:37].[C:6]([O:7][C:8](=[O:9])[N:13]([CH2:14][CH2:15][c:16]1[cH:17][c:18]([Cl:22])[cH:19][cH:20][cH:21]1)[CH2:23][c:24]1[cH:25][c:26]([O:30][CH2:31][CH2:32][CH3:33])[cH:27][cH:28][cH:29]1)([CH3:10])([CH3:11])[CH3:12].[CH3:1][S:2](=[O:3])(=[O:4])[OH:5].[CH3:43][C:44](=[O:45])[OH:46].[CH3:47][OH:48].[Cl:40][CH2:41][Cl:42].[Na+:38].[Na+:39]>>[NH:13]([CH2:14][CH2:15][c:16]1[cH:17][c:18]([Cl:22])[cH:19][cH:20][cH:21]1)[CH2:23][c:24]1[cH:25][c:26]([O:30][CH2:31][CH2:32][CH3:33])[cH:27][cH:28][cH:29]1. Reactants: C(C)(C)NC=1C(=NC=CC1)N1CCN(CC1)C(=O)C1=NC=C(C(=O)O)C=C1 (6-[1-[3-(isopropylamino)-2-pyridyl]piperazin-4-yl-carbonyl]nicotinic acid), N[C@@H](CO)C(C)C ((R)-(−)-2-amino-3-methyl-1-butanol). Yields the product OC[C@@H](C(C)C)NC(=O)C=1C=CC(=NC1)C(=O)N1CCN(CC1)C1=NC=CC=C1NC(C)C (5-[N-[(1R)-2-hydroxy-1-isopropylethyl]carbamoyl]-2-[1-[3-(isopropylamino)-2-pyridyl]piperazin-4-yl-carbonyl]pyridine). Isolated yield 73.0%. Reaction SMILES: [CH:1]([NH:4][C:5]1[C:6]([N:11]2[CH2:16][CH2:15][N:14]([C:17]([C:19]3[CH:27]=[CH:26][C:22]([C:23](O)=[O:24])=[CH:21][N:20]=3)=[O:18])[CH2:13][CH2:12]2)=[N:7][CH:8]=[CH:9][CH:10]=1)([CH3:3])[CH3:2].[NH2:28][C@H:29]([CH:32]([CH3:34])[CH3:33])[CH2:30][OH:31]>>[OH:31][CH2:30][C@H:29]([NH:28][C:23]([C:22]1[CH:26]=[CH:27][C:19]([C:17]([N:14]2[CH2:15][CH2:16][N:11]([C:6]3[C:5]([NH:4][CH:1]([CH3:2])[CH3:3])=[CH:10][CH:9]=[CH:8][N:7]=3)[CH2:12][CH2:13]2)=[O:18])=[N:20][CH:21]=1)=[O:24])[CH:32]([CH3:34])[CH3:33]. Reported procedure: By the same procedure as described in the example 1, synthesis was carried out starting with 6-[1-[3-(isopropylamino)-2-pyridyl]piperazin-4-yl-carbonyl]nicotinic acid and using (R)-(−)-2-amino-3-methyl-1-butanol. Then, the product was recrystallized with acetone and hexane to give a desired compound. Starting materials: NC1=NC(=NC2=CC(=C(C(=C12)I)OC)OC)N1CCN(CCC1)C(=O)N1CCOCC1 (4-Amino-6,7-dimethoxy-5-iodo-2-[4-(4-morpholinecarbonyl)-1,4-diazepan-1-yl]quinazoline), FC1=CC=C(C=C1)B(O)O (4-fluorophenylboronic acid). Solvent: CCOC(=O)C (EtOAc), CCOC(=O)C (EtOAc). The product is NC1=NC(=NC2=CC(=C(C(=C12)C1=CC=C(C=C1)F)OC)OC)N1CCN(CCC1)C(=O)N1CCOCC1 (4-Amino-6,7-dimethoxy-5-(4-fluorophenyl)-2-[4-(4-morpholinecarbonyl)-1,4-diazepan-1-yl]quinazoline). As a reaction SMILES: [NH2:1][C:2]1[C:11]2[C:6](=[CH:7][C:8]([O:15][CH3:16])=[C:9]([O:13][CH3:14])[C:10]=2I)[N:5]=[C:4]([N:17]2[CH2:23][CH2:22][CH2:21][N:20]([C:24]([N:26]3[CH2:31][CH2:30][O:29][CH2:28][CH2:27]3)=[O:25])[CH2:19][CH2:18]2)[N:3]=1.[F:32][C:33]1[CH:38]=[CH:37][C:36](B(O)O)=[CH:35][CH:34]=1>CCOC(C)=O>[NH2:1][C:2]1[C:11]2[C:6](=[CH:7][C:8]([O:15][CH3:16])=[C:9]([O:13][CH3:14])[C:10]=2[C:36]2[CH:37]=[CH:38][C:33]([F:32])=[CH:34][CH:35]=2)[N:5]=[C:4]([N:17]2[CH2:23][CH2:22][CH2:21][N:20]([C:24]([N:26]3[CH2:31][CH2:30][O:29][CH2:28][CH2:27]3)=[O:25])[CH2:19][CH2:18]2)[N:3]=1. Procedure: This was prepared by the method of Example 1(a) from the product of step (c) (1.2/1 mixture, w/w) and 4-fluorophenylboronic acid. The crude product was purified on silica gel, eluting initially with hexane/EtOAc (4/1, v/v) followed by EtOAc. The title compound (63% based on the compound of step (c)) was obtained as a white foam. Rf 0.18 (EtOAc). MS m/z 511 (MH+). 1H NMR (CDCl3) δ: 2.00 (2H, m), 3.14 (4H, m), 3.35 (2H, m), 3.48 (3H, s), 3.55 (2H, m), 3.66 (4H, m), 3.84 (2H, m), 3.94 (2H, m), 3.97...